This data is from the Open Reaction Database (ORD), a public repository of structured organic reaction records. The task is: describe an organic reaction: reactants, conditions, products, and yield The reactants are [N+](=O)(O)[O-].FC(C(F)F)(OC=1C=C(C=CC1)NC(=N)N)F (3-(1,1,2,2-tetrafluoro-ethoxy)-phenyl-guanidine nitrate), CN(C=CC(=O)C1=CC(=CC=C1)OCC)C (3-dimethylamino-1-(3-ethoxy-phenyl)-2-propen-1-one), [OH-].[Na+] (sodium hydroxide). Run in CC(C)O (2-propanol). Product: FC(C(F)F)(OC=1C=C(C=CC1)NC1=NC=CC(=N1)C1=CC(=CC=C1)OCC)F (N-[3-(1,1,2,2-tetrafluoro-ethoxy)-phenyl]-4-(3-ethoxy-phenyl)-2-pyrimidineamine). RXN SMILES: [N+]([O-])(O)=O.[F:5][C:6]([F:21])([O:10][C:11]1[CH:12]=[C:13]([NH:17][C:18]([NH2:20])=[NH:19])[CH:14]=[CH:15][CH:16]=1)[CH:7]([F:9])[F:8].CN(C)[CH:24]=[CH:25][C:26]([C:28]1[CH:33]=[CH:32][CH:31]=[C:30]([O:34][CH2:35][CH3:36])[CH:29]=1)=O.[OH-].[Na+]>CC(O)C>[F:5][C:6]([F:21])([O:10][C:11]1[CH:12]=[C:13]([NH:17][C:18]2[N:20]=[C:26]([C:28]3[CH:33]=[CH:32][CH:31]=[C:30]([O:34][CH2:35][CH3:36])[CH:29]=3)[CH:25]=[CH:24][N:19]=2)[CH:14]=[CH:15][CH:16]=1)[CH:7]([F:8])[F:9] |f:0.1,3.4|. Procedure: 926.1 mg (3.69 mmol) of 3-(1,1,2,2-tetrafluoro-ethoxy)-phenyl-guanidine nitrate are added to a solution of 801.1 mg (3.69 mmol) of 3-dimethylamino-1-(3-ethoxy-phenyl)-2-propen-1-one in 10 ml of 2-propanol. After the addition of 162.2 mg (4.05 mmol) of sodium hydroxide, the reaction mixture is boiled under reflux for 20 h. After cooling to RT, the reaction product is isolated by filtration and washed with 1-propanol, ethyl acetate and water. After chromatography (hexane:ethyl acetate=7:3), N-[3-(... Reactants: [BH4-], CO, CC=O, CC1=CC(CC(CC(=O)N2CCC(N3Cc4ccccc4NC3=O)CC2)C(=O)Nc2ccccc2N)=CC2C=NNC12, [Na+]. The product is CCNc1ccccc1NC(=O)C(CC(=O)N1CCC(N2Cc3ccccc3NC2=O)CC1)CC1=CC2C=NNC2C(C)=C1. Reaction SMILES: [BH4-:46].[CH3:48][OH:49].[CH:43]([CH3:44])=[O:45].[NH2:1][c:2]1[c:3]([NH:8][C:9]([CH:10]([CH2:11][C:12]([N:13]2[CH2:14][CH2:15][CH:16]([N:19]3[C:20](=[O:29])[NH:21][c:22]4[cH:23][cH:24][cH:25][cH:26][c:27]4[CH2:28]3)[CH2:17][CH2:18]2)=[O:30])[CH2:31][C:32]2=[CH:33][CH:34]3[CH:35]=[N:36][NH:37][CH:38]3[C:39]([CH3:41])=[CH:40]2)=[O:42])[cH:4][cH:5][cH:6][cH:7]1.[Na+:47]>>[NH:1]([c:2]1[c:3]([NH:8][C:9]([CH:10]([CH2:11][C:12]([N:13]2[CH2:14][CH2:15][CH:16]([N:19]3[C:20](=[O:29])[NH:21][c:22]4[cH:23][cH:24][cH:25][cH:26][c:27]4[CH2:28]3)[CH2:17][CH2:18]2)=[O:30])[CH2:31][C:32]2=[CH:33][CH:34]3[CH:35]=[N:36][NH:37][CH:38]3[C:39]([CH3:41])=[CH:40]2)=[O:42])[cH:4][cH:5][cH:6][cH:7]1)[CH2:43][CH3:44]. Reactants: C1COC(C2C(C3=C(C=C(C=C3CC2)OC)OC)=O)O1 (1,2,3,4-tetrahydro-6,8-dimethoxy-1-oxo-2-naphthaldehyde ethylene acetal), COC=1C=C2C=CC(=CC2=C(C1)OC)C=O (6,8-dimethoxy-2-naphthaldehyde). The product is COC=1C=C2C=CC(=CC2=C(C1)OC)CO (6,8-dimethoxy-2-naphthalenemethanol). RXN SMILES: C1O[CH:4]([CH:5]2[CH2:14][CH2:13][C:12]3[C:7](=[C:8]([O:17][CH3:18])[CH:9]=[C:10]([O:15][CH3:16])[CH:11]=3)[C:6]2=O)[O:3]C1.COC1C=C2C(=C(OC)C=1)C=C(C=O)C=C2>>[CH3:16][O:15][C:10]1[CH:11]=[C:12]2[C:7](=[C:8]([O:17][CH3:18])[CH:9]=1)[CH:6]=[C:5]([CH2:4][OH:3])[CH:14]=[CH:13]2. Procedure: Following a procedure similar to that described in Example 155 but substituting for 1,2,3,4-tetrahydro-6,8-dimethoxy-1-oxo-2-naphthaldehyde ethylene acetal an equivalent amount of 6,8-dimethoxy-2-naphthaldehyde, there is obtained 6,8-dimethoxy-2-naphthalenemethanol. Starting materials: OC1=CC(=NC2=C(C=CC(=C12)F)F)C (4-Hydroxy-5,8-difluoro-2-methylquinoline), P(=O)(Cl)(Cl)Cl (phosphoryl chloride). Product: ClC1=CC(=NC2=C(C=CC(=C12)F)F)C (4-Chloro-5,8-difluoro-2-methylquinoline). As a reaction SMILES: O[C:2]1[C:11]2[C:6](=[C:7]([F:13])[CH:8]=[CH:9][C:10]=2[F:12])[N:5]=[C:4]([CH3:14])[CH:3]=1.P(Cl)(Cl)([Cl:17])=O>>[Cl:17][C:2]1[C:11]2[C:6](=[C:7]([F:13])[CH:8]=[CH:9][C:10]=2[F:12])[N:5]=[C:4]([CH3:14])[CH:3]=1. Procedure: 4-Hydroxy-5,8-difluoro-2-methylquinoline (5.4 g) in phosphoryl chloride (60 ml) was boiled for 4 h. The mixture was cooled to room temperature, excess phosphoryl chloride removed at reduced pressure, the residue dissolved in ethyl acetate, washed with sodium hydrogen carbonate, dried (Na2SO4) and solvent removed at reduced pressure. The title compound (5.35 g) was isolated as a brown powder. (Method B). 1H NMR δ: 2.61 (3H, s), 7.46 (1H, m), 7.66 (1H, m), 7.81 (1H, s). Reactants: B(Br)(Br)Br (boron tribromide), ClC1=C2C=C(N3C2=C(C=C1OC)C(CCCC3)=O)C(=O)OCC (ethyl 5,6,7,8-tetrahydro-11-chloro-10-methoxy-8-oxo-4H-azocino [3,2,1-hi]indole-2-carboxylate), ice water. Solvent: ClCCl (dichloromethane). Reaction conditions: temperature -20 celsius, time 8 hour. The product is ClC1=C2C=C(N3C2=C(C=C1O)C(CCCC3)=O)C(=O)OCC (ethyl 5,6,7,8-tetrahydro-11-chloro-10-hydroxy-8-oxo-4H-azocino [3,2,1-hi]indole-2-carboxylate). The yield is 26.1%. RXN SMILES: [Cl:1][C:2]1[C:10]([O:11]C)=[CH:9][C:8]2[C:13](=[O:18])[CH2:14][CH2:15][CH2:16][CH2:17][N:6]3[C:7]=2[C:3]=1[CH:4]=[C:5]3[C:19]([O:21][CH2:22][CH3:23])=[O:20].B(Br)(Br)Br>ClCCl>[Cl:1][C:2]1[C:10]([OH:11])=[CH:9][C:8]2[C:13](=[O:18])[CH2:14][CH2:15][CH2:16][CH2:17][N:6]3[C:7]=2[C:3]=1[CH:4]=[C:5]3[C:19]([O:21][CH2:22][CH3:23])=[O:20]. Procedure: A solution of ethyl 5,6,7,8-tetrahydro-11-chloro-10-methoxy-8-oxo-4H-azocino [3,2,1-hi]indole-2-carboxylate (4.00 g, 11.8 mmol) in dichloromethane (80 ml) was cooled to -78° C., and boron tribromide (3.26 g, 13.0 mmol) was added dropwise. The reaction temperature was raised to -20° C. and the reaction mixture was stirred at -20° C. for 8 hours. The reaction mixture was poured into ice water and extracted three times with ethylacetate, and the extract solution was washed with a saturated aqueous ... The reactants are COC1(c2ccc(Cl)cc2)CCN(C(=O)OC(C)(C)C)CC1(C)O, ClCCl, O=C(O)C(F)(F)F. Yields the product COC1(c2ccc(Cl)cc2)CCNCC1(C)O. Reaction SMILES: [C:1]([O:2][C:3](=[O:4])[N:8]1[CH2:9][C:10]([CH3:23])([OH:24])[C:11]([O:14][CH3:15])([c:16]2[cH:17][cH:18][c:19]([Cl:22])[cH:20][cH:21]2)[CH2:12][CH2:13]1)([CH3:5])([CH3:6])[CH3:7].[CH2:32]([Cl:33])[Cl:34].[OH:25][C:26]([C:27]([F:28])([F:29])[F:30])=[O:31]>>[NH:8]1[CH2:9][C:10]([CH3:23])([OH:24])[C:11]([O:14][CH3:15])([c:16]2[cH:17][cH:18][c:19]([Cl:22])[cH:20][cH:21]2)[CH2:12][CH2:13]1. Starting materials: FC(C(N)=S)(F)F (2,2,2-trifluoroethanethioamide), CC(C)(C)O (t-BuOH), ClC(C(=O)OCC)C(C)=O (ethyl 2-chloro-3-oxobutanoate). Solvent: CCOC(=O)C (EtOAc). Product: CC=1N=C(SC1C(=O)OCC)C(F)(F)F (Ethyl 4-methyl-2-(trifluoromethyl)-1,3-thiazole-5-carboxylate). As a reaction SMILES: [F:1][C:2]([F:7])([F:6])[C:3](=[S:5])[NH2:4].CC(O)(C)C.Cl[CH:14]([C:20](=O)[CH3:21])[C:15]([O:17][CH2:18][CH3:19])=[O:16]>CCOC(C)=O>[CH3:21][C:20]1[N:4]=[C:3]([C:2]([F:7])([F:6])[F:1])[S:5][C:14]=1[C:15]([O:17][CH2:18][CH3:19])=[O:16]. Procedure: To a mixture of 2,2,2-trifluoroethanethioamide (200 mg) and t-BuOH (10 mL) was added ethyl 2-chloro-3-oxobutanoate (0.217 mL) at room temperature. The mixture was refluxed for 2 days. After cooling, EtOAc was poured into the mixture, and the mixture was washed successively with water and brine, dried over Na2SO4 and concentrated in vacuo. The residue was purified by silica gel column chromatography (NH, EtOAc/hexane) to give the title compound (133 mg).